This data is from the Open Reaction Database (ORD), a public repository of structured organic reaction records. The task is: describe an organic reaction: reactants, conditions, products, and yield Reactants: C1(=CC=CC=C1)N(C1=NC=CC=C1)CCCN1C(C=2C(C1=O)=CC=CC2)=O (N-[3-(N-phenyl-N-pyrid-2-ylamino)propyl]phthalimide), NCCCNC1=NC=CC=C1C (2-(3-aminopropylamino)-3-methylpyridine). Yields the product NCCCN(C)C1=NC=CC(=C1)C (2-[N-(3-aminopropyl)-N-methylamino]-4-methylpyridine). Reaction SMILES: [C:1]1([N:7]([CH2:14][CH2:15][CH2:16][N:17]2C(=O)C3=CC=CC=C3C2=O)[C:8]2[CH:13]=[CH:12][CH:11]=[CH:10][N:9]=2)C=CC=CC=1.N[CH2:29]CCNC1C(C)=CC=CN=1>>[NH2:17][CH2:16][CH2:15][CH2:14][N:7]([C:8]1[CH:13]=[C:12]([CH3:29])[CH:11]=[CH:10][N:9]=1)[CH3:1]. Reported procedure: Substituting 2-bromo-4-methylpyridine (25.8 g) for 2-bromo-3-methylpyridine and using the corresponding molar proportions of the other reagents in the method of Example 36(i) gave 2-(3-aminopropylamino)-4-methylpyridine (16.1 g), bp 120°-24° C.; 0.01-0.02 mm Hg. (ii) Substituting 2-(3-aminopropylamino)-4-methylpyridine (7.5 g) for 2-(3-aminopropylamino)-3-methylpyridine and using corresponding molar proportions of the other reagents in the method of Example 36(ii) gave 2-[N-(3-aminopropyl)-N-met... The reactants are [BH3-]C#N, COc1ccc(N)cc1, CCOC(C)=O, CO, CN1CCCC1=O, O=Cc1ccc(O)c(C(=O)O)c1, [Na+]. Yields the product COc1ccc(NCc2ccc(O)c(C(=O)O)c2)cc1. Reaction SMILES: [C:22]([BH3-:23])#[N:24].[CH3:1][O:2][c:3]1[cH:4][cH:5][c:6]([NH2:9])[cH:7][cH:8]1.[CH3:26][CH2:27][O:28][C:29](=[O:30])[CH3:31].[CH3:32][OH:33].[CH3:34][N:35]1[CH2:36][CH2:37][CH2:38][C:39]1=[O:40].[CH:10](=[O:11])[c:12]1[cH:13][cH:14][c:15]([OH:21])[c:16]([C:17](=[O:18])[OH:19])[cH:20]1.[Na+:25]>>[CH3:1][O:2][c:3]1[cH:4][cH:5][c:6]([NH:9][CH2:10][c:12]2[cH:13][cH:14][c:15]([OH:21])[c:16]([C:17](=[O:18])[OH:19])[cH:20]2)[cH:7][cH:8]1.